Dataset: the Open Reaction Database (ORD), a public repository of structured organic reaction records. Task: describe an organic reaction: reactants, conditions, products, and yield Reactants: ClB(Cl)Cl, CCCC[N+](CCCC)(CCCC)CCCC, COc1ccc(C#N)c(C)c1, ClCCl, [I-]. Product: Cc1cc(O)ccc1C#N. RXN SMILES: [B:1]([Cl:2])([Cl:3])[Cl:4].[CH2:17]([N+:18]([CH2:19][CH2:20][CH2:21][CH3:22])([CH2:23][CH2:24][CH2:25][CH3:26])[CH2:27][CH2:28][CH2:29][CH3:30])[CH2:31][CH2:32][CH3:33].[CH3:5][O:6][c:7]1[cH:8][c:9]([CH3:15])[c:10]([C:11]#[N:12])[cH:13][cH:14]1.[Cl:34][CH2:35][Cl:36].[I-:16]>>[OH:6][c:7]1[cH:8][c:9]([CH3:15])[c:10]([C:11]#[N:12])[cH:13][cH:14]1.